Dataset: the Open Reaction Database (ORD), a public repository of structured organic reaction records. Task: describe an organic reaction: reactants, conditions, products, and yield Reactants: Cl.C[Si]([Si](C)(C)C)(CCN)C (2-(pentamethyldisilanyl)ethylamine hydrochloride), C(=O)(Cl)Cl (phosgene). The solvent is C1(=CC=CC=C1)C (toluene). The product is C[Si]([Si](C)(C)C)(CCN=C=O)C (2-(pentamethyldisilanyl)ethyl isocyanate). As a reaction SMILES: Cl.[CH3:2][Si:3]([CH3:11])([CH2:8][CH2:9][NH2:10])[Si:4]([CH3:7])([CH3:6])[CH3:5].[C:12](Cl)(Cl)=[O:13]>C1(C)C=CC=CC=1>[CH3:2][Si:3]([CH3:11])([CH2:8][CH2:9][N:10]=[C:12]=[O:13])[Si:4]([CH3:7])([CH3:6])[CH3:5] |f:0.1|. Procedure: 50 g of 2-(pentamethyldisilanyl)ethylamine hydrochloride is suspended in 100 ml of dry toluene in a 250 ml two-neck flask fitted with a gas inlet tube and reflux condenser. A powerful stream of gaseous phosgene is then passed through the solution while stirring. At the same time the solution is heated to boiling. The conversion of the hydrochloride to the isocyanate is terminated when a clear toluene solution has been produced. Subsequently, the excess toluene is distilled off in a water-jet vac... The reactants are ClCCl, COCCOCCO, CCOC(=O)N=NC(=O)OCC, COc1cc2c(=O)n(COC(=O)C(C)(C)C)cnc2cc1O, c1ccc(P(c2ccccc2)c2ccccc2)cc1. The product is COCCOCCOc1cc2ncn(COC(=O)C(C)(C)C)c(=O)c2cc1OC. As a reaction SMILES: [CH2:62]([Cl:63])[Cl:64].[CH3:54][O:55][CH2:56][CH2:57][O:58][CH2:59][CH2:60][OH:61].[O:1]=[C:2]([O:3][CH2:4][CH3:5])[N:6]=[N:7][C:8]([O:9][CH2:10][CH3:11])=[O:12].[OH:13][c:14]1[c:15]([O:33][CH3:34])[cH:16][c:17]2[c:18](=[O:32])[n:19]([CH2:24][O:25][C:26]([C:27]([CH3:28])([CH3:29])[CH3:30])=[O:31])[cH:20][n:21][c:22]2[cH:23]1.[c:35]1([P:36]([c:37]2[cH:38][cH:39][cH:40][cH:41][cH:42]2)[c:43]2[cH:44][cH:45][cH:46][cH:47][cH:48]2)[cH:49][cH:50][cH:51][cH:52][cH:53]1>>[O:13]([c:14]1[c:15]([O:33][CH3:34])[cH:16][c:17]2[c:18](=[O:32])[n:19]([CH2:24][O:25][C:26]([C:27]([CH3:28])([CH3:29])[CH3:30])=[O:31])[cH:20][n:21][c:22]2[cH:23]1)[CH2:60][CH2:59][O:58][CH2:57][CH2:56][O:55][CH3:54]. Starting materials: C1CCOC1, CCOC(C)=O, [Cl-], [H-], CCI, [NH4+], [Na+], O, O=C(Nc1cnn2ccccc12)C1CC1. Product: CCN(C(=O)C1CC1)c1cnn2ccccc12. RXN SMILES: [CH2:27]1[O:28][CH2:29][CH2:30][CH2:31]1.[CH3:21][CH2:22][O:23][C:24]([CH3:25])=[O:26].[Cl-:32].[H-:2].[I:18][CH2:19][CH3:20].[NH4+:33].[Na+:1].[OH2:34].[n:3]1[cH:4][c:5]([NH:12][C:13](=[O:14])[CH:15]2[CH2:16][CH2:17]2)[c:6]2[n:7]1[cH:8][cH:9][cH:10][cH:11]2>>[n:3]1[cH:4][c:5]([N:12]([C:13](=[O:14])[CH:15]2[CH2:16][CH2:17]2)[CH2:19][CH3:20])[c:6]2[n:7]1[cH:8][cH:9][cH:10][cH:11]2. Starting materials: CC(C)([O-])C.[K+] (potassium tert-butoxide), S(=O)(=O)(Cl)Cl (sulfonyl chloride), COC1=C(C=CC(=C1)OC)S(=O)(=O)Cl (2,4-dimethoxy-benzenesulfonyl chloride), CC(C)([O-])C.[K+] (Potassium tert-butoxide), ice, ClC=1C=C2C(C(NC2=CC1)=O)(C=1SC=CC1C)O (5-Chloro-3-hydroxy-3-(3-methyl-thiophen-2-yl)-1,3-dihydro-indol-2-one), C([O-])([O-])=O.[K+].[K+] (potassium carbonate). Solvent: CN(C)C=O (DMF). Conditions: temperature 0 celsius, time 30 minute. Yields the product ClC=1C=C2C(C(N(C2=CC1)S(=O)(=O)C1=C(C=C(C=C1)OC)OC)=O)(C=1SC=CC1C)O (5-Chloro-1-(2,4-dimethoxy-benzenesulfonyl)-3-hydroxy-3-(3-methyl-thiophen-2-yl)-1,3-dihydro-indol-2-one). The yield is 18.5%. As a reaction SMILES: CC(C)([O-])C.[K+].[Cl:7][C:8]1[CH:9]=[C:10]2[C:14](=[CH:15][CH:16]=1)[NH:13][C:12](=[O:17])[C:11]2([OH:24])[C:18]1[S:19][CH:20]=[CH:21][C:22]=1[CH3:23].[CH3:25][O:26][C:27]1[CH:32]=[C:31]([O:33][CH3:34])[CH:30]=[CH:29][C:28]=1[S:35](Cl)(=[O:37])=[O:36].S(Cl)(Cl)(=O)=O.C(=O)([O-])[O-].[K+].[K+]>CN(C=O)C>[Cl:7][C:8]1[CH:9]=[C:10]2[C:14](=[CH:15][CH:16]=1)[N:13]([S:35]([C:28]1[CH:29]=[CH:30][C:31]([O:33][CH3:34])=[CH:32][C:27]=1[O:26][CH3:25])(=[O:37])=[O:36])[C:12](=[O:17])[C:11]2([OH:24])[C:18]1[S:19][CH:20]=[CH:21][C:22]=1[CH3:23] |f:0.1,5.6.7|. Reported procedure: Potassium tert-butoxide (1.21 g, 10.8 mmol) was added to an ice-cold solution of the intermediate from step A (3.00 g, 10.8 mmol) in DMF (30 ml), and the mixture was stirred at 0° C. for 30 min. After addition of 2,4-dimethoxy-benzenesulfonyl chloride (2.5 g, 10.8 mmol), the reaction mixture was left to stir at 0° C. for 1 hour. Further addition of 0.2 equivalent each of potassium tert-butoxide and sulfonyl chloride led to no further advance in the reaction according to thin-layer chromatography...